Dataset: the Open Reaction Database (ORD), a public repository of structured organic reaction records. Task: describe an organic reaction: reactants, conditions, products, and yield The reactants are C(=O)(OCC)C([O-])=N (1-carbethoxyformimidate), NC1=NC2=CC=CC=C2C=C1C(=O)OCC (ethyl 2-aminoquinoline-3-carboxylate), ( a ). Solvent: C(C)O (ethanol). Yields the product N1=C(NC(C=2C1=NC1=CC=CC=C1C2)=O)C(=O)OCC (Ethyl Pyrimido[4,5-b]quinoline-4(3H)-one-2-carboxylate). Reaction SMILES: [C:1]([C:6](=[NH:8])[O-])([O:3][CH2:4][CH3:5])=[O:2].[NH2:9][C:10]1[C:19]([C:20](OCC)=[O:21])=[CH:18][C:17]2[C:12](=[CH:13][CH:14]=[CH:15][CH:16]=2)[N:11]=1>C(O)C>[N:9]1[C:10]2=[N:11][C:12]3[C:17]([CH:18]=[C:19]2[C:20](=[O:21])[NH:8][C:6]=1[C:1]([O:3][CH2:4][CH3:5])=[O:2])=[CH:16][CH:15]=[CH:14][CH:13]=3. Procedure details: The same compound is obtained by: (a) refluxing equimolar amounts of 1-carbethoxyformimidate and ethyl 2-aminoquinoline-3-carboxylate in ethanol for 3 hours. The reaction mixture is concentrated, the product collected by filtration and recrystallized from hot chloroform; or (b) refluxing equimolar amounts of 1-carbethoxyformamidine and 2-aminoquinoline-3-carboxamide in ethanol for 3-4 hours in the presence of an equimolar amount of sodium ethoxide. The reaction mixture is worked up as described ...